Dataset: the Open Reaction Database (ORD), a public repository of structured organic reaction records. Task: describe an organic reaction: reactants, conditions, products, and yield The reactants are COC1=CC=C2CCC(C2=C1)=O (6-methoxy-indan-1-one), O (water), C(=O)OCC (ethyl formate), [H-].[Na+] (NaH). Solvent: C1=CC=CC=C1 (benzene), C1=CC=CC=C1 (benzene). Conditions: time 8 hour. Yields the product OC=C1C(C2=CC(=CC=C2C1)OC)=O (2-(hydroxymethylene)-6-methoxyindan-1-one). The yield is 91.0%. As a reaction SMILES: [CH:1](OCC)=[O:2].[H-].[Na+].[CH3:8][O:9][C:10]1[CH:18]=[C:17]2[C:13]([CH2:14][CH2:15][C:16]2=[O:19])=[CH:12][CH:11]=1.O>C1C=CC=CC=1>[OH:2][CH:1]=[C:15]1[CH2:14][C:13]2[C:17](=[CH:18][C:10]([O:9][CH3:8])=[CH:11][CH:12]=2)[C:16]1=[O:19] |f:1.2|. Procedure details: To a mixture of ethyl formate (15.75 mL, 0.195 mol) and NaH (60%, 7.80 g, 0.195 mol) in benzene (550 mL) was added a suspension of 6-methoxy-indan-1-one (15.81 g, 0.0974 mol) in benzene (150 mL) dropwise at 0° C. The reaction mixture was stirred at room temperature overnight and treated with water. The solid was filtered, washed with water, and oven dried to give the desired product (16.86 g, 91%). The product may exist in sodium salt form, however, it was carried into the next reaction without ... Starting materials: ClC1=NC2=CC=CC=C2C(=N1)C1=C(C=CC=C1)F (2-chloro-4-(2-fluoro-phenyl)-quinazoline), C(C)OC=1C=C(CN2CCC(CC2)N)C=CC1OC (1-(3-ethoxy-4-methoxy-benzyl)-piperidin-4-ylamine), C(C)OC=1C=C(CN2CCC(CC2)N)C=CC1OC (1-(3-ethoxy-4-methoxy-benzyl)-piperidin-4-ylamine). Run in CN1CCCC1=O (NMP). Product: C(C)OC=1C=C(CN2CCC(CC2)NC2=NC3=CC=CC=C3C(=N2)C2=C(C=CC=C2)F)C=CC1OC ([1-(3-Ethoxy-4-methoxy-benzyl)-piperidin-4-yl]-[4-(2-fluoro-phenyl)-quinazolin-2-yl]-amine). Isolated yield 20.4%. Reaction SMILES: Cl[C:2]1[N:11]=[C:10]([C:12]2[CH:17]=[CH:16][CH:15]=[CH:14][C:13]=2[F:18])[C:9]2[C:4](=[CH:5][CH:6]=[CH:7][CH:8]=2)[N:3]=1.[CH2:19]([O:21][C:22]1[CH:23]=[C:24]([CH:33]=[CH:34][C:35]=1[O:36][CH3:37])[CH2:25][N:26]1[CH2:31][CH2:30][CH:29]([NH2:32])[CH2:28][CH2:27]1)[CH3:20]>CN1C(=O)CCC1>[CH2:19]([O:21][C:22]1[CH:23]=[C:24]([CH:33]=[CH:34][C:35]=1[O:36][CH3:37])[CH2:25][N:26]1[CH2:27][CH2:28][CH:29]([NH:32][C:2]2[N:11]=[C:10]([C:12]3[CH:17]=[CH:16][CH:15]=[CH:14][C:13]=3[F:18])[C:9]3[C:4](=[CH:5][CH:6]=[CH:7][CH:8]=3)[N:3]=2)[CH2:30][CH2:31]1)[CH3:20]. Reported procedure: A solution of 2-chloro-4-(2-fluoro-phenyl)-quinazoline (38.8 mg, 0.15 mmol, 1.0 equiv) and 1-(3-ethoxy-4-methoxy-benzyl)-piperidin-4-ylamine (47.6 mg, 0.18 mmol, 1.2 equiv; intermediate A1) in NMP (2 mL) was heated by microwave irradiation to 200° C. for 30 min. Removal of the solvent under reduced pressure and purification by preparative HPLC on reversed phase eluting with a gradient of acetonitrile/water provided 14.9 mg (20%) of the title compound. MS (ISP): 487.5 [M+H]+. Starting materials: CCOC(=O)CCC1CC(OS(C)(=O)=O)CN1C(=O)OC(C)(C)C, CN(C)C=O, CCOC(C)=O, [N-]=[N+]=[N-], [Na+]. The product is CCOC(=O)CCC1CC(N=[N+]=[N-])CN1C(=O)OC(C)(C)C. As a reaction SMILES: [CH2:1]([CH3:2])[O:3][C:4]([CH2:5][CH2:6][CH:7]1[N:8]([C:17](=[O:18])[O:19][C:20]([CH3:21])([CH3:22])[CH3:23])[CH2:9][CH:10]([O:12][S:13]([CH3:14])(=[O:15])=[O:16])[CH2:11]1)=[O:24].[CH3:29][N:30]([CH3:31])[CH:32]=[O:33].[CH3:34][CH2:35][O:36][C:37](=[O:38])[CH3:39].[N-:26]=[N+:27]=[N-:28].[Na+:25]>>[CH2:1]([CH3:2])[O:3][C:4]([CH2:5][CH2:6][CH:7]1[N:8]([C:17](=[O:18])[O:19][C:20]([CH3:21])([CH3:22])[CH3:23])[CH2:9][CH:10]([N:26]=[N+:27]=[N-:28])[CH2:11]1)=[O:24]. Starting materials: nitro, CC1=NC=CC=C1[N+](=O)[O-] (2-methyl-3-nitropyridine), O1CCOCC1 (dioxane). Run in CCOC(=O)C (EtOAc). Run at time 4 hour. Yields the product [N+](=O)([O-])C=1C=CC(=NC1)C=O (5-Nitropyridine-2-carboxaldehyde). Reaction SMILES: C[C:2]1[C:7]([N+:8]([O-:10])=[O:9])=[CH:6][CH:5]=[CH:4][N:3]=1.[O:11]1CCOC[CH2:12]1>CCOC(C)=O>[N+:8]([C:7]1[CH:6]=[CH:5][C:4]([CH:12]=[O:11])=[N:3][CH:2]=1)([O-:10])=[O:9]. Reported procedure: 5-Nitropyridine-2-carboxaldehyde was prepared from the nitro derivative, 2-methyl-3-nitropyridine, by the procedure employed for the synthesis of Example I, except that anhydrous dioxane was used as the solvent and the reaction time was 4 h. Yield: 2.0 g (42%); mp 66°-67° C. (lit. 66.5°-67.5° C.); TLC, Rf 0.85 (EtOAc); 1H NMR (90 MHz, CDCl3) δ 8.0 (d, 1H, 3-H, J3,4 =4.5 Hz), 8.30 (d, 1H, 4-H, J3,4 =4.5 Hz), 9.25 (s, 1H, 6-H), 10.45 (s, 1H, 2-CHO). Starting materials: CC1(OC2=C(C(C1)C1=NC=CC=C1C)C=C(C=C2)[N+](=O)[O-])C (3.4-dihydro-2,2-dimethyl-4-(3-methyl-2-pyridyl)-6-nitro-2H-1-benzopyran), ClC1=CC(=CC=C1)C(=O)OO (m-chloroperbenzoic acid). Run in ClCCl (dichloromethane). Reaction conditions: time 8 hour. Yields the product CC1(OC2=C(C(C1)C1=[N+](C=CC=C1C)[O-])C=C(C=C2)[N+](=O)[O-])C (2-(3,4-dihydro-2,2-dimethyl-6-nitro-2H-1-benzopyran-4-yl)-3-methylpyridine N-oxide). Isolated yield 50.9%. As a reaction SMILES: [CH3:1][C:2]1([CH3:22])[CH2:7][CH:6]([C:8]2[C:13]([CH3:14])=[CH:12][CH:11]=[CH:10][N:9]=2)[C:5]2[CH:15]=[C:16]([N+:19]([O-:21])=[O:20])[CH:17]=[CH:18][C:4]=2[O:3]1.ClC1C=CC=C(C(OO)=[O:31])C=1>ClCCl>[CH3:1][C:2]1([CH3:22])[CH2:7][CH:6]([C:8]2[C:13]([CH3:14])=[CH:12][CH:11]=[CH:10][N+:9]=2[O-:31])[C:5]2[CH:15]=[C:16]([N+:19]([O-:21])=[O:20])[CH:17]=[CH:18][C:4]=2[O:3]1. Procedure: 248 mg of 3.4-dihydro-2,2-dimethyl-4-(3-methyl-2-pyridyl)-6-nitro-2H-1-benzopyran were dissolved in 20 ml of dichloromethane at room temperature and 222 mg of m-chloroperbenzoic acid were added. After stirring at room temperature overnight the solution was washed in succession with sodium bisulphite solution, sodium bicarbonate solution and water. The organic phase was dried over sodium sulphate and evaporated. The resulting solid was triturated with diethyl ether, filtered off and recrystallize...